Dataset: the Open Reaction Database (ORD), a public repository of structured organic reaction records. Task: describe an organic reaction: reactants, conditions, products, and yield Starting materials: C(CCCCCCCCCCC)OC(=O)C=1C=C2C(C(=O)OC2=O)=CC1 (4-dodecyloxycarbonylphthalic anhydride), Cl.NO (hydroxylamine hydrochloride), N1=CC=CC=C1 (pyridine). Solvent: O (water). Run at time 30 minute. Product: C(CCCCCCCCCCC)OC(=O)C=1C=C2C(C(=O)N(C2=O)O)=CC1 (4-dodecyloxycarbonyl-N-hydroxyphthalimide). Reaction SMILES: [CH2:1]([O:13][C:14]([C:16]1[CH:17]=[C:18]2[C:23](=O)[O:22][C:20](=[O:21])[C:19]2=[CH:25][CH:26]=1)=[O:15])[CH2:2][CH2:3][CH2:4][CH2:5][CH2:6][CH2:7][CH2:8][CH2:9][CH2:10][CH2:11][CH3:12].Cl.[NH2:28][OH:29].N1C=CC=CC=1>O>[CH2:1]([O:13][C:14]([C:16]1[CH:17]=[C:18]2[C:23](=[O:22])[N:28]([OH:29])[C:20](=[O:21])[C:19]2=[CH:25][CH:26]=1)=[O:15])[CH2:2][CH2:3][CH2:4][CH2:5][CH2:6][CH2:7][CH2:8][CH2:9][CH2:10][CH2:11][CH3:12] |f:1.2|. Procedure: In a 500-ml flask equipped with a stirrer, a thermometer and a dropping funnel, 100 g (277.43 mmol) of 4-dodecyloxycarbonylphthalic anhydride, 21.21 g (305.17 mmol) of hydroxylamine hydrochloride and 250 g of pyridine were placed and were stirred at room temperature in an atmosphere of nitrogen gas for 30 minutes, followed by stirring at 90° C. for further 3 hours. The resulting reaction mixture was added dropwise to 3000 g of pure water over 30 minutes with stirring and thereby yielded a crysta... Starting materials: FC(C1=CC=C2C(=N1)ON=C2O)(F)F (6-trifluoromethylisoxazolo-[5,4-b]pyridin-3-ol), N(=C=O)CCCCCC (1-isocyanatohexan). Run in C1CCOC1 (THF). The product is C(CCCCC)NC(=O)N1OC2=NC(=CC=C2C1=O)C(F)(F)F (3-Oxo-6-trifluoromethyl-3H-isoxazolo[5,4-b]pyridine-2-carboxylic acid hexylamide). As a reaction SMILES: [F:1][C:2]([F:14])([F:13])[C:3]1[N:8]=[C:7]2[O:9][N:10]=[C:11]([OH:12])[C:6]2=[CH:5][CH:4]=1.[N:15]([CH2:18][CH2:19][CH2:20][CH2:21][CH2:22][CH3:23])=[C:16]=[O:17]>C1COCC1>[CH2:18]([NH:15][C:16]([N:10]1[C:11](=[O:12])[C:6]2[C:7](=[N:8][C:3]([C:2]([F:13])([F:1])[F:14])=[CH:4][CH:5]=2)[O:9]1)=[O:17])[CH2:19][CH2:20][CH2:21][CH2:22][CH3:23]. Reported procedure: In analogy to example 1c, 47 mg (0.23 mmol) of 6-trifluoromethylisoxazolo-[5,4-b]pyridin-3-ol were reacted with 34.9 mg (0.27 mmol) of 1-isocyanatohexan in THF. Yield: 15 mg (20%), M+H+: 332.2. Reactants: Cl.NC1C=2C=CC(=CC2CCC1)C(C)=O (1-(5-amino-5,6,7,8-tetrahydro-naphthalen-2-yl)-ethanone hydrogen chloride), FC1=CC=C(C=C1)C(CC(=O)O)NS(=O)(=O)C1=CC(=CC=C1)C(F)(F)F (3-(4-fluoro-phenyl)-3-(3-trifluoromethyl-benzenesulfonylamino)-propionic acid), C(CCl)Cl (EDC), C=1C=CC2=C(C1)N=NN2O (HOBt), CCN(C(C)C)C(C)C (DIEA), C(C)(C)(C)OC(NC1CCCC2=CC(=CC=C12)C(C)=O)=O ((6-acetyl-1,2,3,4-tetrahydro-naphthalen-1-yl)-carbamic acid tert-butyl ester). The solvent is C(Cl)Cl (CH2Cl2), CN(C)C=O (DMF), Cl.CCOC(=O)C (HCl EtOAc). Run at time 200 minute. Product: C(C)(=O)C=1C=C2CCCC(C2=CC1)NC(CC(NS(=O)(=O)C1=CC(=CC=C1)C(F)(F)F)C1=CC=C(C=C1)F)=O (N-(6-acetyl-1,2,3,4-tetrahydro-naphthalen-1-yl)-3-(4-fluoro-phenyl)-3-(3-trifluoromethyl-benzenesulfonylamino)-propionamide). Reaction SMILES: C(O[C:6](=[O:21])[NH:7][CH:8]1[C:17]2[C:12](=[CH:13][C:14]([C:18](=[O:20])[CH3:19])=[CH:15][CH:16]=2)[CH2:11][CH2:10][CH2:9]1)(C)(C)C.Cl.NC1CCCC2C=C(C(=O)C)C=CC1=2.[F:37][C:38]1[CH:43]=[CH:42][C:41]([CH:44]([NH:49][S:50]([C:53]2[CH:58]=[CH:57][CH:56]=[C:55]([C:59]([F:62])([F:61])[F:60])[CH:54]=2)(=[O:52])=[O:51])[CH2:45]C(O)=O)=[CH:40][CH:39]=1.C(Cl)CCl.C1C=CC2N(O)N=NC=2C=1.CCN(C(C)C)C(C)C>Cl.CCOC(C)=O.C(Cl)Cl.CN(C=O)C>[C:18]([C:14]1[CH:13]=[C:12]2[C:17](=[CH:16][CH:15]=1)[CH:8]([NH:7][C:6](=[O:21])[CH2:45][CH:44]([C:41]1[CH:40]=[CH:39][C:38]([F:37])=[CH:43][CH:42]=1)[NH:49][S:50]([C:53]1[CH:58]=[CH:57][CH:56]=[C:55]([C:59]([F:60])([F:62])[F:61])[CH:54]=1)(=[O:51])=[O:52])[CH2:9][CH2:10][CH2:11]2)(=[O:20])[CH3:19] |f:1.2,7.8|. Procedure: A mixture of (6-acetyl-1,2,3,4-tetrahydro-naphthalen-1-yl)-carbamic acid tert-butyl ester (Step e, 543 mg, 1.88 mmol, 1.0 eq) in HCl/EtOAc (4.7 M, 20 mL) was stirred at RT for 200 min. The solvent was removed with a rotary evaporator, and the resulting 1-(5-amino-5,6,7,8-tetrahydro-naphthalen-2-yl)-ethanone hydrogen chloride was dried in vacuo. A mixture of 1-(5-amino-5,6,7,8-tetrahydro-naphthalen-2-yl)-ethanone hydrogen chloride, 3-(4-fluoro-phenyl)-3-(3-trifluoromethyl-benzenesulfonylamino)-pr... Starting materials: Cl.Cl.N1CCC(CC1)N1C(NC2=NC=CC=C21)=O (1-piperidin-4-yl-1,3-dihydro-imidazo[4,5-b]pyridin-2-one dihydrochloride), CCN(C(C)C)C(C)C (DIPEA), ClC1=CC(=NC=N1)C(=O)N1C=CC2=CC(=CC=C12)F ((6-chloropyrimidin-4-yl)-(5-fluoroindol-1-yl)-methanone). Solvent: CN(C)C=O (DMF). Run at time 8 hour. Product: FC=1C=C2C=CN(C2=CC1)C(=O)C1=CC(=NC=N1)N1CCC(CC1)N1C(NC2=NC=CC=C21)=O (1-{1-[6-(5-fluoroindole-1-carbonyl)-pyrimidin-4-yl]-piperidin-4-yl}-1,3-dihydro-imidazo[4,5-b]pyridin-2-one). Reaction SMILES: Cl.Cl.[NH:3]1[CH2:8][CH2:7][CH:6]([N:9]2[C:17]3[C:12](=[N:13][CH:14]=[CH:15][CH:16]=3)[NH:11][C:10]2=[O:18])[CH2:5][CH2:4]1.CCN(C(C)C)C(C)C.Cl[C:29]1[N:34]=[CH:33][N:32]=[C:31]([C:35]([N:37]2[C:45]3[C:40](=[CH:41][C:42]([F:46])=[CH:43][CH:44]=3)[CH:39]=[CH:38]2)=[O:36])[CH:30]=1>CN(C=O)C>[F:46][C:42]1[CH:41]=[C:40]2[C:45](=[CH:44][CH:43]=1)[N:37]([C:35]([C:31]1[N:32]=[CH:33][N:34]=[C:29]([N:3]3[CH2:4][CH2:5][CH:6]([N:9]4[C:17]5[C:12](=[N:13][CH:14]=[CH:15][CH:16]=5)[NH:11][C:10]4=[O:18])[CH2:7][CH2:8]3)[CH:30]=1)=[O:36])[CH:38]=[CH:39]2 |f:0.1.2|. Procedure: 75.0 mg (0.26 mmol) 1-piperidin-4-yl-1,3-dihydro-imidazo[4,5-b]pyridin-2-one dihydrochloride and 150 μL (0.87 mmol) DIPEA were added to 70 mg (0.25 mmol) (6-chloropyrimidin-4-yl)-(5-fluoroindol-1-yl)-methanone in 5 mL DMF. The reaction mixture was stirred overnight at RT and then evaporated down i. vac. The residue was taken up in 20 mL water and stirred for 10 min. The precipitate was suction filtered, dissolved in 2.5 mL DMF and purified by preparative HPLC. The product fractions were combined... Reactants: ClC1=CC=CC2=C1C(N1[C@H](C=3N2C=NC3C(=O)N3C=NC=C3)CCC1)=O (1-[[(S)-8-chloro-11,12,13,13a-tetrahydro-9-oxo-9H-imidazo[1,5-a]pyrrolo[2,1-c][1,4]benzodiazepin-1-yl]carbonyl]imidazole), C([O-])([O-])=O.[K+].[K+] (potassium carbonate), ClC=1C=C(C=CC1)O (3-chlorophenol), CN(C=O)C (dimethylformamide). Run in O (water). Conditions: time 5 day. Yields the product ClC1=CC=CC2=C1C(N1[C@H](C=3N2C=NC3C(=O)OC3=CC(=CC=C3)Cl)CCC1)=O (m-chlorophenyl (S)-8-chloro-11,12,13,13a-tetrahydro-9-oxo-9H-imidazo[1,5-a]pyrrolo[2,1-c][1,4]benzodiazepine-1-carboxylate). RXN SMILES: [Cl:1][C:2]1[C:7]2[C:8](=[O:26])[N:9]3[CH2:25][CH2:24][CH2:23][C@H:10]3[C:11]3[N:12]([CH:13]=[N:14][C:15]=3[C:16](N3C=CN=C3)=[O:17])[C:6]=2[CH:5]=[CH:4][CH:3]=1.C(=O)([O-])[O-].[K+].[K+].[Cl:33][C:34]1[CH:35]=[C:36]([OH:40])[CH:37]=[CH:38][CH:39]=1.CN(C)C=O>O>[Cl:1][C:2]1[C:7]2[C:8](=[O:26])[N:9]3[CH2:25][CH2:24][CH2:23][C@H:10]3[C:11]3[N:12]([CH:13]=[N:14][C:15]=3[C:16]([O:40][C:36]3[CH:37]=[CH:38][CH:39]=[C:34]([Cl:33])[CH:35]=3)=[O:17])[C:6]=2[CH:5]=[CH:4][CH:3]=1 |f:1.2.3|. Reported procedure: A mixture of 3.0 g (8.2 mmol) of 1-[[(S)-8-chloro-11,12,13,13a-tetrahydro-9-oxo-9H-imidazo[1,5-a]pyrrolo[2,1-c][1,4]benzodiazepin-1-yl]carbonyl]imidazole, 1.59 g (11.5 mmol) of powdered potassium carbonate, 1.48 g (11.5 mmol) of 3-chlorophenol and 20 ml of dry dimethylformamide is stirred at room temperature for 5 days, then poured into 60 ml of water and extracted four times with methylene chloride. The organic extracts are washed once with saturated sodium chloride solution, dried over magnesi... The reactants are C=C1CCCC1, C=CCOc1ccc(C(=O)OC)cc1, ClCCl. The product is COC(=O)c1ccc(OCC=C2CCCC2)cc1. As a reaction SMILES: [CH2:15]=[C:16]1[CH2:17][CH2:18][CH2:20][CH2:19]1.[CH2:1]([CH:2]=[CH2:3])[O:4][c:5]1[cH:6][cH:7][c:8]([C:9](=[O:10])[O:11][CH3:12])[cH:13][cH:14]1.[Cl:21][CH2:22][Cl:23]>>[CH2:1]([CH:2]=[C:3]1[CH2:15][CH2:16][CH2:17][CH2:18]1)[O:4][c:5]1[cH:6][cH:7][c:8]([C:9](=[O:10])[O:11][CH3:12])[cH:13][cH:14]1.